Task: describe an organic reaction: reactants, conditions, products, and yield. Dataset: the Open Reaction Database (ORD), a public repository of structured organic reaction records The reactants are O=C([O-])[O-], CC(=O)CC(C)C, [K+], [K+], O, CCOC(=O)c1ccc(O)cc1, c1ccc(CN2CCC3(CC2)CO3)cc1. Yields the product CCOC(=O)c1ccc(OCC2(O)CCN(Cc3ccccc3)CC2)cc1. Reaction SMILES: [C:28](=[O:29])([O-:30])[O-:31].[CH3:34][CH:35]([CH3:36])[CH2:37][C:38](=[O:39])[CH3:40].[K+:32].[K+:33].[OH2:41].[OH:16][c:17]1[cH:18][cH:19][c:20]([C:21](=[O:22])[O:23][CH2:24][CH3:25])[cH:26][cH:27]1.[c:1]1([CH2:7][N:8]2[CH2:9][CH2:10][C:11]3([CH2:12][O:13]3)[CH2:14][CH2:15]2)[cH:2][cH:3][cH:4][cH:5][cH:6]1>>[c:1]1([CH2:7][N:8]2[CH2:9][CH2:10][C:11]([CH2:12][O:16][c:17]3[cH:18][cH:19][c:20]([C:21](=[O:22])[O:23][CH2:24][CH3:25])[cH:26][cH:27]3)([OH:13])[CH2:14][CH2:15]2)[cH:2][cH:3][cH:4][cH:5][cH:6]1. Reactants: cuprous chloride, ICC#CCOC1=CC=CC=C1 (1-iodo-4-phenoxybut-2-yne), O1C(CCCC1)OCC#CCC#C (hexa-2,5-diyn-1-ol tetrahydropyranyl ether), solution, C(C)[Mg]Br (ethylmagnesium bromide), [Cl-].[NH4+] (ammonium chloride). Run in O1CCCC1 (tetrahydrofuran), CCOCC (ether). Run at temperature -20 celsius, time 2 hour. Product: O1C(CCCC1)OCC#CCC#CCC#CCOC1=CC=CC=C1 (10-Phenoxydeca-2,5,8-triyn-1-ol tetrahydropyranyl ether). RXN SMILES: [O:1]1[CH2:6][CH2:5][CH2:4][CH2:3][CH:2]1[O:7][CH2:8][C:9]#[C:10][CH2:11][C:12]#[CH:13].C([Mg]Br)C.I[CH2:19][C:20]#[C:21][CH2:22][O:23][C:24]1[CH:29]=[CH:28][CH:27]=[CH:26][CH:25]=1.[Cl-].[NH4+]>O1CCCC1.CCOCC>[O:1]1[CH2:6][CH2:5][CH2:4][CH2:3][CH:2]1[O:7][CH2:8][C:9]#[C:10][CH2:11][C:12]#[C:13][CH2:19][C:20]#[C:21][CH2:22][O:23][C:24]1[CH:29]=[CH:28][CH:27]=[CH:26][CH:25]=1 |f:3.4|. Procedure: To a cold (-20° C.) solution of 2.879 g (0.0161 mol) of hexa-2,5-diyn-1-ol tetrahydropyranyl ether [D. Van der Steen et al, Recueil 82, 1015 (1963)] in 30 ml of tetrahydrofuran, there were added dropwise, under argon atmosphere, 4.0 ml (2.15 g, 0.016 mol) of a 4.05N solution of ethylmagnesium bromide in ether, maintaining the temperature at -20° C. After the addition was finished, the reaction mixture was stirred for 2 hours further at -20° C. Then, 52.8 mg (0.53 mmol) of cuprous chloride was ad... Procedure details: To a solution of 1,4-dihydro-3-hydroxymethyl-8-nitro-4-oxoquinoline (3.1 g) in trifluoroacetic acid (10 ml) and dichloromethane (10 ml) was added triethylsilane (6.55 g), and the mixture was stirred at ambient temperature overnight. The mixture was partitioned between dichloromethane and saturated sodium bicarbonate solution. The organic layer was washed with brine, dried over sodium sulfate and evaporated in vacuo. The residue was purified by column chromatography on silica gel to give 1,4-dihy... Yield: 80.0%. Product: CC1=CNC2=C(C=CC=C2C1=O)[N+](=O)[O-] (1,4-dihydro-3-methyl-8-nitro-4-oxoquinoline). Solvent: FC(C(=O)O)(F)F (trifluoroacetic acid), ClCCl (dichloromethane). The reactants are OCC1=CNC2=C(C=CC=C2C1=O)[N+](=O)[O-] (1,4-dihydro-3-hydroxymethyl-8-nitro-4-oxoquinoline), C(C)[SiH](CC)CC (triethylsilane). Reaction conditions: time 8 hour. RXN SMILES: O[CH2:2][C:3]1[C:12](=[O:13])[C:11]2[C:6](=[C:7]([N+:14]([O-:16])=[O:15])[CH:8]=[CH:9][CH:10]=2)[NH:5][CH:4]=1.C([SiH](CC)CC)C>FC(F)(F)C(O)=O.ClCCl>[CH3:2][C:3]1[C:12](=[O:13])[C:11]2[C:6](=[C:7]([N+:14]([O-:16])=[O:15])[CH:8]=[CH:9][CH:10]=2)[NH:5][CH:4]=1. Starting materials: C(C)(=O)SCCS(=O)(=O)O (S-acetyl-2-mercaptoethane sulfonic acid), [Na] (sodium), [OH-].[Na+] (sodium hydroxide). Run in O (water). The product is C(CSSCCS(=O)(=O)[O-])S(=O)(=O)[O-].[Na+].[Na+] (Disodium 2,2′-Dithiobis-ethane Sulfonate). As a reaction SMILES: C([S:4][CH2:5][CH2:6][S:7]([OH:10])(=[O:9])=[O:8])(=O)C.[Na].[OH-:12].[Na+:13]>O>[CH2:6]([S:7]([O-:9])(=[O:8])=[O:12])[CH2:5][S:4][S:4][CH2:5][CH2:6][S:7]([O-:10])(=[O:8])=[O:9].[Na+:13].[Na+:13] |f:2.3,5.6.7,^1:10|. Reported procedure: The ongoing S-acetyl-2-mercaptoethane sulfonic acid, sodium salt (20 g) is dissolved in water and added 1N sodium hydroxide to adjust the pH to 9.0. The reaction mixture is the then stirred while bubbling oxygen for 48 hours. The aqueous portion is then concentrated and crystallized out the product directly. Yield is found to be 80%. The product is characterized by NMR and corroborated the structure with the authentic sample. The reactants are Cl, [Na+], [OH-], O=S(=O)(O)O, CC(C)NCCSc1ccccc1. As a reaction SMILES: [ClH:1].[Na+:16].[OH-:15].[S:17](=[O:18])(=[O:19])([OH:20])[OH:21].[c:2]1([S:8][CH2:9][CH2:10][NH:11][CH:12]([CH3:13])[CH3:14])[cH:3][cH:4][cH:5][cH:6][cH:7]1>>[c:2]1([S:8]([CH2:9][CH2:10][NH:11][CH:12]([CH3:13])[CH3:14])=[O:15])[cH:3][cH:4][cH:5][cH:6][cH:7]1. Product: CC(C)NCCS(=O)c1ccccc1. The reactants are N1(C)C(=O)N(C)C=2N=CNC2C1=O (theophylline), C([O-])([O-])=O.[K+].[K+] (potassium carbonate), ClC1=C(C(=O)C2=CC=C(CBr)C=C2)C=CC(=C1)Cl (4-(2,4-dichlorobenzoyl)benzyl bromide). The solvent is CN(C)C=O (DMF), O (water). Reaction conditions: time 24 hour. Yields the product ClC1=C(C(=O)C2=CC=C(CN3C=NC=4N(C(N(C(C34)=O)C)=O)C)C=C2)C=CC(=C1)Cl (7-[4-(2,4-Dichlorobenzoyl)benzyl]-1,3-dimethyl-xanthine). The yield is 78.8%. RXN SMILES: [N:1]1([C:12](=[O:13])[C:11]2[NH:10][CH:9]=[N:8][C:7]=2[N:5]([CH3:6])[C:3]1=[O:4])[CH3:2].C(=O)([O-])[O-].[K+].[K+].[Cl:20][C:21]1[CH:36]=[C:35]([Cl:37])[CH:34]=[CH:33][C:22]=1[C:23]([C:25]1[CH:32]=[CH:31][C:28]([CH2:29]Br)=[CH:27][CH:26]=1)=[O:24]>CN(C=O)C.O>[Cl:20][C:21]1[CH:36]=[C:35]([Cl:37])[CH:34]=[CH:33][C:22]=1[C:23]([C:25]1[CH:26]=[CH:27][C:28]([CH2:29][N:10]2[C:11]3[C:12](=[O:13])[N:1]([CH3:2])[C:3](=[O:4])[N:5]([CH3:6])[C:7]=3[N:8]=[CH:9]2)=[CH:31][CH:32]=1)=[O:24] |f:1.2.3|. Procedure details: To a solution of theophylline (1.80 g) in DMF (20 ml) were added potassium carbonate (1.66 g) and 4-(2,4-dichlorobenzoyl)benzyl bromide (3.33 g) and the mixture was stirred at room temperature for 24 hours. This reaction mixture was diluted with water and extracted with ethyl acetate. The extract was washed with saturated aqueous NaCl solution and dried over anhydrous sodium sulfate. The solvent was then distilled off and the residue was recrystallized (ethyl acetate) to provide the title compou... Reactants: O=C1CCN(CC1)C=1C(=NC2=CC=C(C=C2N1)C(=O)OC)C1=CC=CC=C1 (methyl 3-(4-oxopiperidin-1-yl)-2-phenylquinoxaline-6-carboxylate), NaHB(OAc)3, NC1=CC=CC=C1 (aniline), C(C)(=O)O (acetic acid). The solvent is C(C)(C)O (isopropanol). Reaction conditions: temperature 60 celsius, time 1 hour. Yields the product C1(=CC=CC=C1)C1=NC2=CC=C(C=C2N=C1N1CCC(CC1)NC1=CC=CC=C1)C(=O)OC (Methyl 2-phenyl-3-(4-(phenylamino)piperidin-1-yl)quinoxaline-6-carboxylate). As a reaction SMILES: O=[C:2]1[CH2:7][CH2:6][N:5]([C:8]2[C:9]([C:22]3[CH:27]=[CH:26][CH:25]=[CH:24][CH:23]=3)=[N:10][C:11]3[C:16]([N:17]=2)=[CH:15][C:14]([C:18]([O:20][CH3:21])=[O:19])=[CH:13][CH:12]=3)[CH2:4][CH2:3]1.[NH2:28][C:29]1[CH:34]=[CH:33][CH:32]=[CH:31][CH:30]=1.C(O)(=O)C>C(O)(C)C>[C:22]1([C:9]2[C:8]([N:5]3[CH2:6][CH2:7][CH:2]([NH:28][C:29]4[CH:34]=[CH:33][CH:32]=[CH:31][CH:30]=4)[CH2:3][CH2:4]3)=[N:17][C:16]3[C:11](=[CH:12][CH:13]=[C:14]([C:18]([O:20][CH3:21])=[O:19])[CH:15]=3)[N:10]=2)[CH:27]=[CH:26][CH:25]=[CH:24][CH:23]=1. Reported procedure: Into a 100-mL round-bottom flask purged and maintained with an inert atmosphere of nitrogen, was placed a solution of methyl 3-(4-oxopiperidin-1-yl)-2-phenylquinoxaline-6-carboxylate (329.7 mg, 0.91 mmol, 1.00 equiv) in isopropanol (12 mL). Then aniline (255.2 mg, 2.74 mmol, 3.00 equiv) and acetic acid (221.8 mg, 3.70 mmol, 4.00 equiv) was added dropwise with stiffing. The resulting solution was stirred for 1 h at 60° C. in an oil bath. To the above NaHB(OAc)3 (968.1 mg, 4.57 mmol, 4.57 equiv) w... The reactants are BrC=1C=C(N)C=C(C1C)Br (3,5-dibromo-4-methylaniline), C(=O)(N1C=NC=C1)N1C=NC=C1 (1,1'-carbonyldiimidazole), COC=1C=C2CCNC2=CC1C(F)(F)F (5-methoxy-6-trifluoromethylindoline). Yields the product BrC=1C=C(C=C(C1C)Br)NC(=O)N1CCC2=CC(=C(C=C12)C(F)(F)F)OC (1-(3,5-Dibromo-4-methylphenylcarbamoyl)-5-methoxy-6-trifluoromethylindoline). Yield: 52.0%. Reaction SMILES: [Br:1][C:2]1[CH:3]=[C:4]([CH:6]=[C:7]([Br:10])[C:8]=1[CH3:9])[NH2:5].[C:11]([N:18]1[CH:22]=[CH:21]N=[CH:19]1)(N1C=CN=C1)=[O:12].[CH3:23][O:24][C:25]1[CH:26]=[C:27]2C(=[CH:32][C:33]=1[C:34]([F:37])([F:36])[F:35])NCC2>>[Br:1][C:2]1[CH:3]=[C:4]([NH:5][C:11]([N:18]2[C:19]3[C:27](=[CH:26][C:25]([O:24][CH3:23])=[C:33]([C:34]([F:36])([F:37])[F:35])[CH:32]=3)[CH2:21][CH2:22]2)=[O:12])[CH:6]=[C:7]([Br:10])[C:8]=1[CH3:9]. Procedure details: The title compound was prepared by the method of Example 1, from 3,5-dibromo-4-methylaniline (2.64 g, 10 mmol), 1,1'-carbonyldiimidazole (1.64 g, 10 mmol) and 5-methoxy-6-trifluoromethylindoline (D11) (2.2 g, 10 mmol). Crude product was recrystallised from DMSO/water and washed with methanol and ether, to give the title compound (2.64 g, 52%), mp >250° C. Reactants: COC1=C(C=C(C=C1)C)S(=O)(=O)C=1C=C(C2=C(CCO2)C1)C(=O)OC (Methyl 5-[(2-methoxy-5-methylphenyl)sulfonyl]-2,3-dihydro-1-benzofuran-7-carboxylate), C1(=CC=CC=C1)S(=O)(=O)O (benzenesulfonic acid), O1CCC2=C1C(=CC=C2)C(=O)OC (methyl 2,3-dihydro-1-benzofuran-7-carboxylate), O1CCC2=C1C(=CC=C2)C(=O)OC (methyl 2,3-dihydro-1-benzofuran-7-carboxylate). Yields the product C1(=CC=CC=C1)S(=O)(=O)C=1C=C(C2=C(CCO2)C1)C(=O)OC (Methyl 5-(phenylsulfonyl)-2,3-dihydro-1-benzofuran-7-carboxylate). RXN SMILES: CO[C:3]1[CH:8]=[CH:7][C:6](C)=[CH:5][C:4]=1[S:10]([C:13]1[CH:14]=[C:15]([C:22]([O:24][CH3:25])=[O:23])[C:16]2[O:20][CH2:19][CH2:18][C:17]=2[CH:21]=1)(=[O:12])=[O:11].O1C2C(C(OC)=O)=CC=CC=2CC1.C1(S(O)(=O)=O)C=CC=CC=1>>[C:4]1([S:10]([C:13]2[CH:14]=[C:15]([C:22]([O:24][CH3:25])=[O:23])[C:16]3[O:20][CH2:19][CH2:18][C:17]=3[CH:21]=2)(=[O:12])=[O:11])[CH:3]=[CH:8][CH:7]=[CH:6][CH:5]=1. Reported procedure: The title compound was prepared according to the procedure of Intermediate 66 starting from methyl 2,3-dihydro-1-benzofuran-7-carboxylate (1 g, 5.6 mmol; Intermediate 65) and benzenesulfonic acid (0.89 g, 5.6 mmol). Yield: 882 mg (49%). MS (ESI+) for C16H14O5S m/z 319 (M+H)+.